Dataset: the Open Reaction Database (ORD), a public repository of structured organic reaction records. Task: describe an organic reaction: reactants, conditions, products, and yield Reactants: FC1=CC(=C2C=CC=NC2=C1)CC(=O)O (2-(7-fluoroquinolin-5-yl)acetic acid), BrC=1C(=C(SC1)N)C1=NC=NN1 (4-bromo-3-(1H-1,2,4-triazol-5-yl)thiophen-2-yl-amine). Yields the product BrC=1C(=C(SC1)NC(CC1=C2C=CC=NC2=CC(=C1)F)=O)C1=NC=NN1 (N-(4-Bromo-3-(1H-1,2,4-triazol-5-yl)thiophen-2-yl)-2-(7-fluoroquinolin-5-yl)acetamide). As a reaction SMILES: [F:1][C:2]1[CH:11]=[C:10]2[C:5]([CH:6]=[CH:7][CH:8]=[N:9]2)=[C:4]([CH2:12][C:13]([OH:15])=O)[CH:3]=1.[Br:16][C:17]1[C:18]([C:23]2[NH:27][N:26]=[CH:25][N:24]=2)=[C:19]([NH2:22])[S:20][CH:21]=1>>[Br:16][C:17]1[C:18]([C:23]2[NH:27][N:26]=[CH:25][N:24]=2)=[C:19]([NH:22][C:13](=[O:15])[CH2:12][C:4]2[CH:3]=[C:2]([F:1])[CH:11]=[C:10]3[C:5]=2[CH:6]=[CH:7][CH:8]=[N:9]3)[S:20][CH:21]=1. Procedure details: The title compound was prepared from 2-(7-fluoroquinolin-5-yl)acetic acid (0.025 g, 0.122 mmol) and 4-bromo-3-(1H-1,2,4-triazol-5-yl)thiophen-2-yl-amine (0.20 g, 0.083 mmol) according to protocol A. The desired product was submitted to prep HPLC for further purification. Retention time (min)=2.33, method [7], MS(ESI) 434.0 (M+H). 1H NMR (CDCl3) δ 11.79 (s, 1H), 8.94 (d, J=4.0 Hz, 1H), 8.54 (d, J=8.1 Hz, 1H) 8.38 (s, 1H broad), 7.80 (d, J=10.1 Hz, 1H), 7.70 (d, J=10.1 Hz, 1H), 7.59-7.55 (m 1H), 7... As a reaction SMILES: [CH2:1]([CH3:2])[n:3]1[n:4][cH:5][c:6]2[c:7]1[n:8][c:9]1[cH:10][cH:11][cH:12][cH:13][c:14]1[c:15]2[Cl:16].[CH3:25][S:26]([CH3:27])=[O:28].[NH2:17][CH2:18][c:19]1[cH:20][cH:21][cH:22][cH:23][cH:24]1>>[CH2:1]([CH3:2])[n:3]1[n:4][cH:5][c:6]2[c:7]1[n:8][c:9]1[cH:10][cH:11][cH:12][cH:13][c:14]1[c:15]2[NH:17][CH2:18][c:19]1[cH:20][cH:21][cH:22][cH:23][cH:24]1. The reactants are CCn1ncc2c(Cl)c3ccccc3nc21, CS(C)=O, NCc1ccccc1. Yields the product CCn1ncc2c(NCc3ccccc3)c3ccccc3nc21. Starting materials: BrC(Br)(Br)Br, ClCCl, COc1c(C)c2c(c(O)c1CC=C(C)CO)C(=O)OC2, c1ccc(P(c2ccccc2)c2ccccc2)cc1. The product is COc1c(C)c2c(c(O)c1CC=C(C)CBr)C(=O)OC2. As a reaction SMILES: [C:40]([Br:41])([Br:42])([Br:43])[Br:44].[Cl:45][CH2:46][Cl:47].[OH:20][c:21]1[c:22]([CH2:34][CH:35]=[C:36]([CH2:37][OH:38])[CH3:39])[c:23]([O:32][CH3:33])[c:24]([CH3:31])[c:25]2[c:29]1[C:28](=[O:30])[O:27][CH2:26]2.[c:1]1([P:2]([c:3]2[cH:4][cH:5][cH:6][cH:7][cH:8]2)[c:9]2[cH:10][cH:11][cH:12][cH:13][cH:14]2)[cH:15][cH:16][cH:17][cH:18][cH:19]1>>[OH:20][c:21]1[c:22]([CH2:34][CH:35]=[C:36]([CH2:37][Br:41])[CH3:39])[c:23]([O:32][CH3:33])[c:24]([CH3:31])[c:25]2[c:29]1[C:28](=[O:30])[O:27][CH2:26]2. The reactants are C1(=CC=CC=C1)P(C1=CC=CC=C1)C1=CC=CC=C1 (triphenylphosphine), C(Cl)(Cl)(Cl)Cl (carbon tetrachloride), C(#N)C1=NN(C=C1C=O)C1=C(C=C(C=C1Cl)C(F)(F)F)Cl (3-Cyano-1-(2,6-dichloro-4-trifluoromethylphenyl)-4-formylpyrazole). Solvent: ClCCl (dichloromethane). Yields the product C(#N)C1=NN(C=C1C=C(Cl)Cl)C1=C(C=C(C=C1Cl)C(F)(F)F)Cl (3-Cyano4-(2,2-dichloroethenyl)-1-(2,6-dichloro-4-trifluoromethylphenyl)pyrazole). Reaction SMILES: C1(P(C2C=CC=CC=2)C2C=CC=CC=2)C=CC=CC=1.[C:20]([Cl:24])(Cl)(Cl)[Cl:21].[C:25]([C:27]1[C:31]([CH:32]=O)=[CH:30][N:29]([C:34]2[C:39]([Cl:40])=[CH:38][C:37]([C:41]([F:44])([F:43])[F:42])=[CH:36][C:35]=2[Cl:45])[N:28]=1)#[N:26]>ClCCl>[C:25]([C:27]1[C:31]([CH:32]=[C:20]([Cl:24])[Cl:21])=[CH:30][N:29]([C:34]2[C:39]([Cl:40])=[CH:38][C:37]([C:41]([F:42])([F:44])[F:43])=[CH:36][C:35]=2[Cl:45])[N:28]=1)#[N:26]. Procedure: A solution of triphenylphosphine (0.983 g) and carbon tetrachloride (0.145 ml) in anhydrous dichloromethane (5 ml) at 0° C. was stirred for 5 minutes. 3-Cyano-1-(2,6-dichloro-4-trifluoromethylphenyl)-4-formylpyrazole (0.25 g) was then added and the mixture was heated under reflux for 5 hours and then evaporated. The residue was purified by column chromatography on silica gel eluting with dichloromethane. Combination and evaporation of suitable fractions gave the title compound as a white solid, ...